describe an organic reaction: reactants, conditions, products, and yield From a dataset of the Open Reaction Database (ORD), a public repository of structured organic reaction records. Reaction conditions: temperature -78 celsius, time 5 hour. The solvent is ClCCl (dichloromethane), CO (methanol), C(C)(=O)OCC (ethyl acetate). As a reaction SMILES: [C:1]([O:5][C:6]([N:8]([CH2:12][CH2:13][C:14]1[CH:19]=[CH:18][CH:17]=[CH:16][CH:15]=1)[CH2:9][CH:10]=C)=[O:7])([CH3:4])([CH3:3])[CH3:2].[O:20]=O.CSC>ClCCl.CO.C(OCC)(=O)C>[C:1]([O:5][C:6]([N:8]([CH2:12][CH2:13][C:14]1[CH:19]=[CH:18][CH:17]=[CH:16][CH:15]=1)[CH2:9][CH:10]=[O:20])=[O:7])([CH3:4])([CH3:3])[CH3:2]. Product: C(C)(C)(C)OC(=O)N(CC=O)CCC1=CC=CC=C1 (N-t-Butoxycarbonyl-N-(2-oxo-ethyl)-2-phenyl-ethylamine). Reactants: O=O (oxygen), C(C)(C)(C)OC(=O)N(CC=C)CCC1=CC=CC=C1 (N-t-butoxycarbonyl-N-allyl-2-phenyl-ethylamine), CSC (dimethyl sulfide). Procedure: Dissolve N-t-butoxycarbonyl-N-allyl-2-phenyl-ethylamine (7.88 g, 21.44 mmol) in dichloromethane (200 mL) and methanol (5 mL). Cool to -78° C. Pass ozonized oxygen through the solution until a persistent light blue color is obtained. Pass nitrogen through the solution until the blue color dissipates. Add dimethyl sulfide (20 mL). Allow the reaction mixture to warm to ambient temperature and stir for 5 hours. Concentrate in vacuo to obtain a residue. Dilute the residue with ethyl acetate and extra...